From a dataset of the Open Reaction Database (ORD), a public repository of structured organic reaction records. describe an organic reaction: reactants, conditions, products, and yield Starting materials: C(C)O (ethanol), O (water), [OH-].[K+] (potassium hydroxide), C(C)OC(C)N1N=C(C2=C1SC(=C2)C(=O)OCC)NC(=O)C=2SC=CC2 (ethyl 1-(1-ethoxyethyl)-3-[(thiophene-2-carbonyl)amino]-1H-thieno[2,3-c]pyrazole-5-carboxylate). Run in O1CCCC1 (tetrahydrofuran). Conditions: temperature 85 celsius. The product is C(C)OC(C)N1N=C(C2=C1SC(=C2)C(=O)O)NC(=O)C=2SC=CC2 (1-(1-ethoxyethyl)-3-[(thiophene-2-carbonyl)amino]-1H-thieno[2,3-c]pyrazole-5-carboxylic acid). Isolated yield 29.7%. RXN SMILES: C(O)C.O.[OH-].[K+].[CH2:7]([O:9][CH:10]([N:12]1[C:16]2[S:17][C:18]([C:20]([O:22]CC)=[O:21])=[CH:19][C:15]=2[C:14]([NH:25][C:26]([C:28]2[S:29][CH:30]=[CH:31][CH:32]=2)=[O:27])=[N:13]1)[CH3:11])[CH3:8]>O1CCCC1>[CH2:7]([O:9][CH:10]([N:12]1[C:16]2[S:17][C:18]([C:20]([OH:22])=[O:21])=[CH:19][C:15]=2[C:14]([NH:25][C:26]([C:28]2[S:29][CH:30]=[CH:31][CH:32]=2)=[O:27])=[N:13]1)[CH3:11])[CH3:8] |f:2.3|. Procedure: 1 cm3 of ethanol, 1 cm3 of water and 0.29 g (5.1 mmol) of potassium hydroxide are successively added with stirring to a solution of 1.0 g (2.3 mmol) of ethyl 1-(1-ethoxyethyl)-3-[(thiophene-2-carbonyl)amino]-1H-thieno[2,3-c]pyrazole-5-carboxylate in 8 cm3 of tetrahydrofuran. The reaction medium is heated at a temperature in the region of 85° C. for 2 hours and is then cooled to a temperature in the region of 25° C. and concentrated to dryness under reduced pressure (2.7 kPa) at a temperature in ... Reactants: [Cl-].ClC1[NH+](CCN1C)C.ClCCl (2-chloro-1,3-dimethylimidazolinium chloride dichloromethane), solution, FC1=CC=C(C=C1)C([C@H](C)N)(N)C=1C=NC(=CC1)F ((2S)-1-(4-fluorophenyl)-1-(6-fluoro-3-pyridyl)-1,2-propanediamine), C(#N)C=1C=C(C(=O)O)C=CC1 (3-Cyanobenzoic acid), C(O)([O-])=O.[Na+] (sodium hydrogen carbonate). Run in C(C)N(CC)CC (triethylamine), C(Cl)(Cl)Cl (chloroform). Run at time 15 minute. Yields the product C(#N)C=1C=C(C=CC1)C=1N[C@H](C(N1)(C=1C=NC(=CC1)F)C1=CC=C(C=C1)F)C ((5S)-2-(3-cyanophenyl)-4-(4-fluorophenyl)-4-(6-fluoro-3-pyridyl)-5-methyl-2-imidazoline). Isolated yield 98.5%. As a reaction SMILES: [C:1]([C:3]1[CH:4]=[C:5]([CH:9]=[CH:10][CH:11]=1)[C:6](O)=O)#[N:2].[Cl-].ClC1N(C)CC[NH+]1C.ClCCl.[F:24][C:25]1[CH:30]=[CH:29][C:28]([C:31]([C:36]2[CH:37]=[N:38][C:39]([F:42])=[CH:40][CH:41]=2)([NH2:35])[C@@H:32]([NH2:34])[CH3:33])=[CH:27][CH:26]=1.C(=O)([O-])O.[Na+]>C(Cl)(Cl)Cl.C(N(CC)CC)C>[C:1]([C:3]1[CH:4]=[C:5]([C:6]2[NH:34][C@@H:32]([CH3:33])[C:31]([C:28]3[CH:29]=[CH:30][C:25]([F:24])=[CH:26][CH:27]=3)([C:36]3[CH:37]=[N:38][C:39]([F:42])=[CH:40][CH:41]=3)[N:35]=2)[CH:9]=[CH:10][CH:11]=1)#[N:2] |f:1.2.3,5.6|. Procedure details: 3-Cyanobenzoic acid (84 mg), triethylamine (159 μL) and. 2-chloro-1,3-dimethylimidazolinium chloride—dichloromethane 25% solution (212 μL) were added to a solution of (2S)-1-(4-fluorophenyl)-1-(6-fluoro-3-pyridyl)-1,2-propanediamine (100 mg) described in Reference Example 5-1 in chloroform (3 mL) in this order at 0° C. Then temperature of the mixture was raised to room temperature, and the mixture was stirred for 15 minutes. Saturated sodium hydrogen carbonate aqueous solution was added to the r... The reactants are O=C([O-])[O-], Cc1ccc(C2(O)OC(COCc3ccccc3)C(OCc3ccccc3)C(OCc3ccccc3)C2OCc2ccccc2)cc1Cc1ccc(O[Si](C)(C)C(C)(C)C)cc1, CC#N, CC(C)[SiH](C(C)C)C(C)C, [K+], [K+], O. Yields the product Cc1ccc(C2(O)OC(COCc3ccccc3)C(OCc3ccccc3)C(OCc3ccccc3)C2OCc2ccccc2)cc1Cc1ccc(O)cc1. RXN SMILES: [C:73](=[O:74])([O-:75])[O-:76].[CH2:1]([c:2]1[cH:3][cH:4][cH:5][cH:6][cH:7]1)[O:8][CH:9]1[C:10]([OH:40])([c:41]2[cH:42][c:43]([CH2:48][c:49]3[cH:50][cH:51][c:52]([O:55][Si:56]([C:57]([CH3:58])([CH3:59])[CH3:60])([CH3:61])[CH3:62])[cH:53][cH:54]3)[c:44]([CH3:47])[cH:45][cH:46]2)[O:11][CH:12]([CH2:31][O:32][CH2:33][c:34]2[cH:35][cH:36][cH:37][cH:38][cH:39]2)[CH:13]([O:23][CH2:24][c:25]2[cH:26][cH:27][cH:28][cH:29][cH:30]2)[CH:14]1[O:15][CH2:16][c:17]1[cH:18][cH:19][cH:20][cH:21][cH:22]1.[CH3:80][C:81]#[N:82].[CH:63]([SiH:64]([CH:65]([CH3:66])[CH3:67])[CH:68]([CH3:69])[CH3:70])([CH3:71])[CH3:72].[K+:77].[K+:78].[OH2:79]>>[CH2:1]([c:2]1[cH:3][cH:4][cH:5][cH:6][cH:7]1)[O:8][CH:9]1[C:10]([OH:40])([c:41]2[cH:42][c:43]([CH2:48][c:49]3[cH:50][cH:51][c:52]([OH:55])[cH:53][cH:54]3)[c:44]([CH3:47])[cH:45][cH:46]2)[O:11][CH:12]([CH2:31][O:32][CH2:33][c:34]2[cH:35][cH:36][cH:37][cH:38][cH:39]2)[CH:13]([O:23][CH2:24][c:25]2[cH:26][cH:27][cH:28][cH:29][cH:30]2)[CH:14]1[O:15][CH2:16][c:17]1[cH:18][cH:19][cH:20][cH:21][cH:22]1.